This data is from the Open Reaction Database (ORD), a public repository of structured organic reaction records. The task is: describe an organic reaction: reactants, conditions, products, and yield Starting materials: O=C(O)CCCCCC=CCCCCCC(=O)O, O=C(O)CCCC=CCCCCCCCC(=O)O, O=C(O)CC=CCCCCCCCC(=O)O, O=C(O)CCCC=CCCCCCC(=O)O, O=C(O)CC=CCCCCCC(=O)O, O=C(O)CCCC=CCCCC(=O)O, O=C(O)CC=CCCCC(=O)O. The product is O=C(O)CCCCCC=CCCCCCCCC(=O)O. Reaction SMILES: [C:19]([OH:20])(=[O:21])[CH2:22][CH2:23][CH2:24][CH2:25][CH2:26][CH:27]=[CH:28][CH2:29][CH2:30][CH2:35][CH2:36][CH2:31][C:32](=[O:33])[OH:34].[C:1]([CH2:2][CH2:3][CH2:4][CH:5]=[CH:6][CH2:7][CH2:8][CH2:9][CH2:10][CH2:11][CH2:12][CH2:13][C:14](=[O:15])[OH:16])([OH:17])=[O:18].[C:37]([OH:38])(=[O:39])[CH2:40][CH:41]=[CH:42][CH2:43][CH2:44][CH2:45][CH2:46][CH2:47][CH2:48][CH2:49][C:50]([OH:51])=[O:52].[C:53]([OH:54])(=[O:55])[CH2:56][CH2:57][CH2:58][CH:59]=[CH:60][CH2:61][CH2:62][CH2:63][CH2:64][CH2:65][C:66]([OH:67])=[O:68].[C:69]([OH:70])(=[O:71])[CH2:72][CH:73]=[CH:74][CH2:75][CH2:76][CH2:77][CH2:78][CH2:79][C:80]([OH:81])=[O:82].[C:83]([OH:84])(=[O:85])[CH2:86][CH2:87][CH2:88][CH:89]=[CH:90][CH2:91][CH2:92][CH2:93][C:94]([OH:95])=[O:96].[C:97]([OH:98])(=[O:99])[CH2:100][CH:101]=[CH:102][CH2:103][CH2:104][CH2:105][C:106]([OH:107])=[O:108]>>[CH2:1]([CH2:2][CH2:3][CH2:4][CH:5]=[CH:6][CH2:7][CH2:8][CH2:9][CH2:10][CH2:11][CH2:12][CH2:13][C:14](=[O:15])[OH:16])[CH2:31][C:32](=[O:33])[OH:34]. Reactants: ClC=1C(=CC=C2C=CN=CC12)S (8-chloro-7-mercaptoisoquinoline), C(Cl)Cl (methylene chloride). Run in CO (methanol). Conditions: temperature 5 celsius. Yields the product Cl.ClC=1C(=CC=C2CCNCC12)S (8-chloro-7-mercapto-1,2,3,4-tetrahydroisoquinoline hydrochloride). As a reaction SMILES: [Cl:1][C:2]1[C:3]([SH:12])=[CH:4][CH:5]=[C:6]2[C:11]=1[CH:10]=[N:9][CH:8]=[CH:7]2.C(Cl)Cl>CO>[ClH:1].[Cl:1][C:2]1[C:3]([SH:12])=[CH:4][CH:5]=[C:6]2[C:11]=1[CH2:10][NH:9][CH2:8][CH2:7]2 |f:3.4|. Reported procedure: To a solution of (11.7 g., 0.06 m.) 8-chloro-7-mercaptoisoquinoline in 150 ml. of methylene chloride was added a solution of 1 M borane-methylsulfide complex (120 ml., 0.12 m.). The addition was carried out dropwise with stirring under a nitrogen atmosphere. After stirring for half an hour the reaction mixture was refluxed for 2.5 hours, cooled to 5° C., and treated with 135 ml. of methanol dropwise. The reaction mixture was evaporated to a residue under reduced pressure and was then repeatedly ... The reactants are COC(=O)C(CC1CCCC1)n1ncc(Oc2nccc(C(F)(F)F)n2)cc1=O, CCOC(C)=O, [Na+], C1COCCO1, [OH-]. Product: O=C(O)C(CC1CCCC1)n1ncc(Oc2nccc(C(F)(F)F)n2)cc1=O. RXN SMILES: [CH3:1][O:2][C:3]([CH:4]([CH2:5][CH:6]1[CH2:7][CH2:8][CH2:9][CH2:10]1)[n:11]1[n:12][cH:13][c:14]([O:18][c:19]2[n:20][cH:21][cH:22][c:23]([C:25]([F:26])([F:27])[F:28])[n:24]2)[cH:15][c:16]1=[O:17])=[O:29].[CH3:32][CH2:33][O:34][C:35](=[O:36])[CH3:37].[Na+:31].[O:38]1[CH2:39][CH2:40][O:41][CH2:42][CH2:43]1.[OH-:30]>>[O:2]=[C:3]([CH:4]([CH2:5][CH:6]1[CH2:7][CH2:8][CH2:9][CH2:10]1)[n:11]1[n:12][cH:13][c:14]([O:18][c:19]2[n:20][cH:21][cH:22][c:23]([C:25]([F:26])([F:27])[F:28])[n:24]2)[cH:15][c:16]1=[O:17])[OH:29]. Yields the product CCOCCOc1ccc(-c2ccc3c(c2)C=C(C(=O)Nc2ccc(CN(C)C4CCOCC4)cc2)CCN3C)cc1. Starting materials: CCOCCOc1ccc(OB([O-])[O-])cc1, CN1CCC(C(=O)Nc2ccc(CN(C)C3CCOCC3)cc2)=Cc2cc(Br)ccc21, O=C([O-])[O-], CCO, CCOC(C)=O, [K+], [K+], O, Cc1ccccc1. RXN SMILES: [B:1]([O-:2])([O-:15])[O:16][c:3]1[cH:4][cH:5][c:6]([O:9][CH2:10][CH2:11][O:12][CH2:13][CH3:14])[cH:7][cH:8]1.[Br:17][c:18]1[cH:19][cH:20][c:21]2[c:22]([cH:47]1)[CH:23]=[C:24]([C:29](=[O:30])[NH:31][c:32]1[cH:33][cH:34][c:35]([CH2:38][N:39]([CH:40]3[CH2:41][CH2:42][O:43][CH2:44][CH2:45]3)[CH3:46])[cH:36][cH:37]1)[CH2:25][CH2:26][N:27]2[CH3:28].[C:48](=[O:49])([O-:50])[O-:51].[CH2:61]([OH:62])[CH3:63].[CH3:65][CH2:66][O:67][C:68](=[O:69])[CH3:70].[K+:52].[K+:53].[OH2:64].[c:54]1([CH3:55])[cH:56][cH:57][cH:58][cH:59][cH:60]1>>[c:3]1(-[c:18]2[cH:19][cH:20][c:21]3[c:22]([cH:47]2)[CH:23]=[C:24]([C:29](=[O:30])[NH:31][c:32]2[cH:33][cH:34][c:35]([CH2:38][N:39]([CH:40]4[CH2:41][CH2:42][O:43][CH2:44][CH2:45]4)[CH3:46])[cH:36][cH:37]2)[CH2:25][CH2:26][N:27]3[CH3:28])[cH:4][cH:5][c:6]([O:9][CH2:10][CH2:11][O:12][CH2:13][CH3:14])[cH:7][cH:8]1. The reactants are CC=1N=C2N(C=CC=C2O)C1C (2,3-Dimethyl-8-hydroxyimidazo[1,2-a]pyridine), CC1=C(CBr)C(=CC(=C1)F)C (2,6-dimethyl-4-fluorobenzylbromide), [I-].[Na+] (sodium iodide), C([O-])([O-])=O.[Na+].[Na+] (sodium carbonate). Run in CC(=O)C (acetone), C(Cl)Cl (Methylene chloride). The product is CC=1N=C2N(C=CC=C2OCC2=C(C=C(C=C2C)F)C)C1C (2,3-dimethyl-8-(2,6-dimethyl-4-fluorobenzyloxy)imidazo[1,2-a]pyridine). As a reaction SMILES: [CH3:1][C:2]1[N:3]=[C:4]2[C:9]([OH:10])=[CH:8][CH:7]=[CH:6][N:5]2[C:11]=1[CH3:12].[CH3:13][C:14]1[CH:21]=[C:20]([F:22])[CH:19]=[C:18]([CH3:23])[C:15]=1[CH2:16]Br.[I-].[Na+].C(=O)([O-])[O-].[Na+].[Na+]>C(Cl)Cl.CC(C)=O>[CH3:1][C:2]1[N:3]=[C:4]2[C:9]([O:10][CH2:16][C:15]3[C:14]([CH3:13])=[CH:21][C:20]([F:22])=[CH:19][C:18]=3[CH3:23])=[CH:8][CH:7]=[CH:6][N:5]2[C:11]=1[CH3:12] |f:2.3,4.5.6|. Procedure: 2,3-Dimethyl-8-hydroxyimidazo[1,2-a]pyridine (1.7 g, 10 mmol), 2,6-dimethyl-4-fluorobenzylbromide (2.3 g, 10 mmol), sodium iodide (0.5 g, 0.3 mmol) and sodium carbonate (2.6 g, 28 mmol) were added to acetone (75 ml) and the mixture was refluxed for 6 h. Methylene chloride was added and the mixture was filtered and the solvents were evaporated under reduced pressure. Purification by column chromatography on silica gel using methylene chloride:ethylacetate(1:2) as eluent gave the title compound as... The reactants are C(#N)C1=CC=C(C(=O)Cl)C=C1 (4-cyanobenzoyl chloride), ONC(=N)C1=CC=C(C=C1)C1=CC=C(C=C1)OCCCC(=O)O (4-(4′-(N-hydroxycarbamimidoyl)biphenyl-4-yloxy)butyric acid), N1=CC=CC=C1 (pyridine). Solvent: O1CCOCC1 (dioxane), O1CCOCC1 (dioxane). Reaction conditions: time 4 hour. Yields the product C(#N)C1=CC=C(C=C1)C1=NC(=NO1)C1=CC=C(C=C1)C1=CC=C(C=C1)OCCCC(=O)O (4-(4′-{5-[4-cyanophenyl]-[1,2,4]oxadiazol-3-yl}biphenyl-4-yloxy)butyric acid). Isolated yield 77.6%. RXN SMILES: [C:1]([C:3]1[CH:11]=[CH:10][C:6]([C:7](Cl)=[O:8])=[CH:5][CH:4]=1)#[N:2].O[NH:13][C:14]([C:16]1[CH:21]=[CH:20][C:19]([C:22]2[CH:27]=[CH:26][C:25]([O:28][CH2:29][CH2:30][CH2:31][C:32]([OH:34])=[O:33])=[CH:24][CH:23]=2)=[CH:18][CH:17]=1)=[NH:15].N1C=CC=CC=1>O1CCOCC1>[C:1]([C:3]1[CH:11]=[CH:10][C:6]([C:7]2[O:8][N:15]=[C:14]([C:16]3[CH:17]=[CH:18][C:19]([C:22]4[CH:27]=[CH:26][C:25]([O:28][CH2:29][CH2:30][CH2:31][C:32]([OH:34])=[O:33])=[CH:24][CH:23]=4)=[CH:20][CH:21]=3)[N:13]=2)=[CH:5][CH:4]=1)#[N:2]. Procedure details: A solution of 4-cyanobenzoyl chloride (2.29 g, 13.8 mmol) in dioxane (10 ml) was added to a suspension of 4-(4′-(N-hydroxycarbamimidoyl)biphenyl-4-yloxy)butyric acid (3.23 g, 9.6 mmol) in dioxane (50 ml) and pyridine (2.5 ml, 31.6 mmol). The mixture was stirred at room temperature for 4 h, and then heated to 100° C. for 22 h. The mixture was concentrated to ½ of its original volume, diluted with water (100 ml), and acidified by addition of concentrated hydrochloric acid (3 ml). The product was i...